From a dataset of the Open Reaction Database (ORD), a public repository of structured organic reaction records. describe an organic reaction: reactants, conditions, products, and yield The reactants are NC1=C(C(=NC=N1)OC=1C=C(C=CC1)NC(\C=C\CN1CCNCC1)=O)C1=CC=C(C=C1)OC1=CC=CC=C1 ((E)-N-(3-((6-amino-5-(4-phenoxyphenyl)pyrimidin-4-yl)oxy)phenyl)-4-(piperazin-1-yl)but-2-enamide), O=C1NC2C(N1)CS[C@H]2CCCCC(=O)OC2=C(C(=C(C(=C2F)F)F)F)F (perfluorophenyl 5-((4S)-2-oxohexahydro-1H-thieno[3,4-d]imidazol-4-yl)pentanoate). Product: NC1=C(C(=NC=N1)OC=1C=C(C=CC1)NC(\C=C\CN1CCN(CC1)C(CCCC[C@@H]1SCC2NC(NC21)=O)=O)=O)C2=CC=C(C=C2)OC2=CC=CC=C2 ((E)-N-(3-((6-amino-5-(4-phenoxyphenyl)pyrimidin-4-yl)oxy)phenyl)-4-(4-(5-((4S)-2-oxohexahydro-1H-thieno[3,4-d]imidazol-4-yl)pentanoyl)piperazin-1-yl)but-2-enamide). Isolated yield 45.0%. As a reaction SMILES: [NH2:1][C:2]1[N:7]=[CH:6][N:5]=[C:4]([O:8][C:9]2[CH:10]=[C:11]([NH:15][C:16](=[O:26])/[CH:17]=[CH:18]/[CH2:19][N:20]3[CH2:25][CH2:24][NH:23][CH2:22][CH2:21]3)[CH:12]=[CH:13][CH:14]=2)[C:3]=1[C:27]1[CH:32]=[CH:31][C:30]([O:33][C:34]2[CH:39]=[CH:38][CH:37]=[CH:36][CH:35]=2)=[CH:29][CH:28]=1.[O:40]=[C:41]1[NH:45][CH:44]2[CH2:46][S:47][C@@H:48]([CH2:49][CH2:50][CH2:51][CH2:52][C:53](OC3C(F)=C(F)C(F)=C(F)C=3F)=[O:54])[CH:43]2[NH:42]1>>[NH2:1][C:2]1[N:7]=[CH:6][N:5]=[C:4]([O:8][C:9]2[CH:10]=[C:11]([NH:15][C:16](=[O:26])/[CH:17]=[CH:18]/[CH2:19][N:20]3[CH2:25][CH2:24][N:23]([C:53](=[O:54])[CH2:52][CH2:51][CH2:50][CH2:49][C@H:48]4[CH:43]5[CH:44]([NH:45][C:41](=[O:40])[NH:42]5)[CH2:46][S:47]4)[CH2:22][CH2:21]3)[CH:12]=[CH:13][CH:14]=2)[C:3]=1[C:27]1[CH:28]=[CH:29][C:30]([O:33][C:34]2[CH:35]=[CH:36][CH:37]=[CH:38][CH:39]=2)=[CH:31][CH:32]=1. Reported procedure: ((E)-N-(3-((6-amino-5-(4-phenoxyphenyl)pyrimidin-4-yl)oxy)phenyl)-4-(4-(5-((4S)-2-oxohexahydro-1H-thieno[3,4-d]imidazol-4-yl)pentanoyl)piperazin-1-yl)but-2-enamide was prepared from (E)-N-(3-((6-amino-5-(4-phenoxyphenyl)pyrimidin-4-yl)oxy)phenyl)-4-(piperazin-1-yl)but-2-enamide and perfluorophenyl 5-((4S)-2-oxohexahydro-1H-thieno[3,4-d]imidazol-4-yl)pentanoate using Method F (45% yield). HPLC: 100%, RT=3.635 min. MS: m/z=750 [M+H]+, RT=1.84 min. Starting materials: O (H2O), O1CCN(CC1)C(CN1C2=C(C3=CC=CC=C13)C=CN=C2CN(CCCN2CCN(CC2)C(=O)OC(C)(C)C)[C@H]2CCCC=1C=CC=NC21)=O ((S)-tert-butyl 4-(3-(((9-(2-morpholino-2-oxoethyl)-9H-pyrido[3,4-b]indol-1-yl)methyl)(5,6,7,8-tetrahydroquinolin-8-yl)amino)propyl)piperazine-1-carboxylate), [OH-].[Na+] (NaOH), FC(C(=O)O)(F)F (trifluoroacetic acid). Run in ClCCl (dichloromethane). Reaction conditions: time 2 hour. Yields the product O1CCN(CC1)C(CN1C2=C(C3=CC=CC=C13)C=CN=C2CN([C@H]2CCCC=1C=CC=NC21)CCCN2CCNCC2)=O ((S)-1-morpholino-2-(1(((3-(piperazin-1-yl)propyl)(5,6,7,8-tetrahydroquinolin-8-yl)amino)methyl)9H-pyrido[3,4-b]indol-9-yl)ethanone). Reaction SMILES: [O:1]1[CH2:6][CH2:5][N:4]([C:7](=[O:50])[CH2:8][N:9]2[C:17]3[C:12](=[CH:13][CH:14]=[CH:15][CH:16]=3)[C:11]3[CH:18]=[CH:19][N:20]=[C:21]([CH2:22][N:23]([C@@H:40]4[C:49]5[N:48]=[CH:47][CH:46]=[CH:45][C:44]=5[CH2:43][CH2:42][CH2:41]4)[CH2:24][CH2:25][CH2:26][N:27]4[CH2:32][CH2:31][N:30](C(OC(C)(C)C)=O)[CH2:29][CH2:28]4)[C:10]2=3)[CH2:3][CH2:2]1.FC(F)(F)C(O)=O.[OH-].[Na+].O>ClCCl>[O:1]1[CH2:6][CH2:5][N:4]([C:7](=[O:50])[CH2:8][N:9]2[C:17]3[C:12](=[CH:13][CH:14]=[CH:15][CH:16]=3)[C:11]3[CH:18]=[CH:19][N:20]=[C:21]([CH2:22][N:23]([CH2:24][CH2:25][CH2:26][N:27]4[CH2:28][CH2:29][NH:30][CH2:31][CH2:32]4)[C@@H:40]4[C:49]5[N:48]=[CH:47][CH:46]=[CH:45][C:44]=5[CH2:43][CH2:42][CH2:41]4)[C:10]2=3)[CH2:3][CH2:2]1 |f:2.3|. Procedure details: 0.50 mmol of (S)-tert-butyl 4-(3-(((9-(2-morpholino-2-oxoethyl)-9H-pyrido[3,4-b]indol-1-yl)methyl)(5,6,7,8-tetrahydroquinolin-8-yl)amino)propyl)piperazine-1-carboxylate was dissolved in 2 ml of dichloromethane and treated with 2 ml of trifluoroacetic acid. After the reaction was stirred at ambient temperature for 2 hours it was cooled to 0° C. with ice bath and then neutralized with 1M NaOH solution carefully. Let the mixture warmed up to room temperature. The organic layer was separated, dried ...